Dataset: the Open Reaction Database (ORD), a public repository of structured organic reaction records. Task: describe an organic reaction: reactants, conditions, products, and yield Reactants: CNC(CCOC)C(N)=O, COc1cc2ncnc(Nc3cccc(Cl)c3F)c2cc1C=O. Yields the product COCCC(C(N)=O)N(C)Cc1cc2c(Nc3cccc(Cl)c3F)ncnc2cc1OC. As a reaction SMILES: [CH3:24][NH:25][CH:26]([CH2:27][CH2:28][O:29][CH3:30])[C:31](=[O:32])[NH2:33].[Cl:1][c:2]1[c:3]([F:23])[c:4]([NH:8][c:9]2[n:10][cH:11][n:12][c:13]3[cH:14][c:15]([O:21][CH3:22])[c:16]([CH:19]=[O:20])[cH:17][c:18]23)[cH:5][cH:6][cH:7]1>>[Cl:1][c:2]1[c:3]([F:23])[c:4]([NH:8][c:9]2[n:10][cH:11][n:12][c:13]3[cH:14][c:15]([O:21][CH3:22])[c:16]([CH2:19][N:25]([CH3:24])[CH:26]([CH2:27][CH2:28][O:29][CH3:30])[C:31](=[O:32])[NH2:33])[cH:17][c:18]23)[cH:5][cH:6][cH:7]1. Starting materials: CN(C)C=NC(=O)C=Cc1ccccc1, CC(=O)O, Cl, NO, [Na+], [OH-], O. Product: O=C(C=Cc1ccccc1)N=CNO. As a reaction SMILES: [CH3:1][N:2]([CH3:3])[CH:4]=[N:5][C:6]([CH:7]=[CH:8][c:9]1[cH:10][cH:11][cH:12][cH:13][cH:14]1)=[O:15].[CH3:22][C:23](=[O:24])[OH:25].[ClH:16].[NH2:17][OH:18].[Na+:20].[OH-:19].[OH2:21]>>[NH:2]([CH:4]=[N:5][C:6]([CH:7]=[CH:8][c:9]1[cH:10][cH:11][cH:12][cH:13][cH:14]1)=[O:15])[OH:18]. Starting materials: [Na+].P([O-])(=O)(OP(=O)([O-])[O-])OC[C@@H]1[C@H]([C@H]([C@@H](O1)N1C=NC=2C(N)=NC=NC12)O)O.[Na+].[Na+] (adenosine-5′-diphosphate sodium salt), N1=CC=CC=C1 (pyridine), C[Si](C)(C)Cl (Trimethylsilyl chloride). Solvent: ClCCl (dichloromethane). Reaction conditions: temperature 0 celsius, time 8 hour. The product is P(O)(=O)(OP(=O)(O)O)OC[C@@H]1[C@H]([C@H]([C@@](O1)(N1C=NC=2C(N)=NC=NC12)[Si](C)(C)C)O)O (Trimethylsilyl Adenosine 5′-Diphosphate). The yield is 98.2%. RXN SMILES: [Na+].[P:2]([O:10][CH2:11][C@H:12]1[O:16][C@@H:15]([N:17]2[C:26]3[N:25]=[CH:24][N:23]=[C:21]([NH2:22])[C:20]=3[N:19]=[CH:18]2)[C@H:14]([OH:27])[C@@H:13]1[OH:28])([O:5][P:6]([O-:9])([O-:8])=[O:7])(=[O:4])[O-:3].[Na+].[Na+].N1C=CC=CC=1.[CH3:37][Si:38](Cl)([CH3:40])[CH3:39]>ClCCl>[P:2]([O:10][CH2:11][C@H:12]1[O:16][C@@:15]([Si:38]([CH3:40])([CH3:39])[CH3:37])([N:17]2[C:26]3[N:25]=[CH:24][N:23]=[C:21]([NH2:22])[C:20]=3[N:19]=[CH:18]2)[C@H:14]([OH:27])[C@@H:13]1[OH:28])([O:5][P:6]([OH:8])([OH:9])=[O:7])(=[O:3])[OH:4] |f:0.1.2.3|. Procedure details: To a 500 mL round-bottomed flask was added 3 g (21.7 mmol) adenosine-5′-diphosphate sodium salt and 200 mL pyridine. After the salt had dissolved. the solution was cooled to 0° C. under nitrogen atmosphere. Trimethylsilyl chloride (85 g, 800 mmol) in 200 mL dichloromethane was added slowly to the solution. After this addition was complete, the reaction was stirred at 35° C. for 8 hr. The pyridine hydrochloride salt was removed by filtration and excess pyridine and dichloromethane removed under h... Reactants: CI, CS(C)=O, [H-], [Na+], N#Cc1ccc2[nH]cc(C3CCC(=O)C3)c2c1, O. Yields the product Cn1cc(C2CCC(=O)C2)c2cc(C#N)ccc21. As a reaction SMILES: [CH3:20][I:21].[CH3:23][S:24]([CH3:25])=[O:26].[H-:18].[Na+:19].[O:1]=[C:2]1[CH2:3][CH:4]([c:7]2[cH:8][nH:9][c:10]3[cH:11][cH:12][c:13]([C:16]#[N:17])[cH:14][c:15]23)[CH2:5][CH2:6]1.[OH2:22]>>[O:1]=[C:2]1[CH2:3][CH:4]([c:7]2[cH:8][n:9]([CH3:20])[c:10]3[cH:11][cH:12][c:13]([C:16]#[N:17])[cH:14][c:15]23)[CH2:5][CH2:6]1. The reactants are O[Li].O (LiOH.H2O), COC(C1=C(C=CC(=C1)Cl)NS(=O)(=O)C1=CC=CC=2C1=NSN2)=O (2-(benzo[1,2,5]thiadiazole-4-sulfonylamino)-5-chloro-benzoic acid methyl ester), Cl (HCl). Run in C1CCOC1 (THF), O (water), O (water). Conditions: time 18 hour. Product: N1=C2C(=NS1)C(=CC=C2)S(=O)(=O)NC2=C(C(=O)O)C=C(C=C2)Cl (2-(Benzo[1,2,5]thiadiazole-4-sulfonylamino)-5-chloro-benzoic acid). Isolated yield 99.9%. As a reaction SMILES: O[Li].O.C[O:5][C:6](=[O:27])[C:7]1[CH:12]=[C:11]([Cl:13])[CH:10]=[CH:9][C:8]=1[NH:14][S:15]([C:18]1[C:23]2=[N:24][S:25][N:26]=[C:22]2[CH:21]=[CH:20][CH:19]=1)(=[O:17])=[O:16].Cl>C1COCC1.O>[N:26]1[S:25][N:24]=[C:23]2[C:18]([S:15]([NH:14][C:8]3[CH:9]=[CH:10][C:11]([Cl:13])=[CH:12][C:7]=3[C:6]([OH:27])=[O:5])(=[O:17])=[O:16])=[CH:19][CH:20]=[CH:21][C:22]=12 |f:0.1|. Reported procedure: LiOH.H2O (0.68 g, 16.2 mmol) was added to a stirred solution of 2-(benzo[1,2,5]thiadiazole-4-sulfonylamino)-5-chloro-benzoic acid methyl ester (1.56 g, 4.06 mmol) in THF (15 mL) and water (5 mL). After 18 h, the solution was acidified to pH 2 with conc. HCl, diluted with water, and extracted with DCM (3×). The combined organic layers were dried (MgSO4), and concentrated to provide the title compound (1.50 g, 100%). HPLC: RT=9.48 min. MS (ESI−): mass calcd. for C13H8ClN3O4S2, 368.96; m/z found, 3... Reactants: CCOC(=O)c1c[nH]c(C(=O)c2ccccc2)c1C, CO, [Na+], [OH-]. The product is Cc1c(C(=O)O)c[nH]c1C(=O)c1ccccc1. As a reaction SMILES: [CH3:1][c:2]1[c:3]([C:15](=[O:16])[O:17][CH2:18][CH3:19])[cH:4][nH:5][c:6]1[C:7]([c:8]1[cH:9][cH:10][cH:11][cH:12][cH:13]1)=[O:14].[CH3:22][OH:23].[Na+:21].[OH-:20]>>[CH3:1][c:2]1[c:3]([C:15](=[O:16])[OH:17])[cH:4][nH:5][c:6]1[C:7]([c:8]1[cH:9][cH:10][cH:11][cH:12][cH:13]1)=[O:14]. Starting materials: C=O (paraformaldehyde), C(CCC)[SnH](CCCC)CCCC (Tributyltin hydride), C(C)(C)[N-]C(C)C.[Li+] (lithium diisopropylamide), solution, COCCOCCl (2-methoxyethoxymethyl chloride). The solvent is C1CCCCC1 (cyclohexane), O1CCCC1 (tetrahydrofuran). Run at time 15 minute. The product is C(CCC)[Sn](CCCC)(CCCC)COCOCCOC (2-Methoxyethoxymethyl tributylstannylmethyl ether). RXN SMILES: [CH2:1]([SnH:5]([CH2:10][CH2:11][CH2:12][CH3:13])[CH2:6][CH2:7][CH2:8][CH3:9])[CH2:2][CH2:3][CH3:4].C([N-]C(C)C)(C)C.[Li+].[CH2:22]=[O:23].[CH3:24][O:25][CH2:26][CH2:27][O:28][CH2:29]Cl>C1CCCCC1.O1CCCC1>[CH2:10]([Sn:5]([CH2:22][O:23][CH2:29][O:28][CH2:27][CH2:26][O:25][CH3:24])([CH2:1][CH2:2][CH2:3][CH3:4])[CH2:6][CH2:7][CH2:8][CH3:9])[CH2:11][CH2:12][CH3:13] |f:1.2|. Procedure: Tributyltin hydride (2.69 ml, 0.01 mol) was added dropwise to a solution of lithium diisopropylamide (a 1.5M solution in cyclohexane; 6.7 ml, 0.01 mol) in tetrahydrofuran (20 ml) at 0° under argon. After 15 minutes, paraformaldehyde (300 mg, 0.01 mol) was added, followed by 2-methoxyethoxymethyl chloride (1.15 ml, 0.01 mol) after 3 hours. Stirring was continued at room temperature for 12 hours and the mixture was quenched with water. Extraction (ethyl ether) and evaporation of the dried (magnesi... Reactants: CC1(C)C(=O)NC(=O)N1c1nc2c(s1)CCOc1cc(Br)ccc1-2, O=C([O-])[O-], CI, CN(C)C=O, [Cs+], [Cs+]. Yields the product CN1C(=O)N(c2nc3c(s2)CCOc2cc(Br)ccc2-3)C(C)(C)C1=O. As a reaction SMILES: [Br:1][c:2]1[cH:3][cH:4][c:5]2[c:6]([cH:24]1)[O:7][CH2:8][CH2:9][c:10]1[c:11]-2[n:12][c:13]([N:15]2[C:16](=[O:23])[NH:17][C:18](=[O:22])[C:19]2([CH3:20])[CH3:21])[s:14]1.[C:27](=[O:28])([O-:29])[O-:30].[CH3:25][I:26].[CH3:33][N:34]([CH3:35])[CH:36]=[O:37].[Cs+:31].[Cs+:32]>>[Br:1][c:2]1[cH:3][cH:4][c:5]2[c:6]([cH:24]1)[O:7][CH2:8][CH2:9][c:10]1[c:11]-2[n:12][c:13]([N:15]2[C:16](=[O:23])[N:17]([CH3:27])[C:18](=[O:22])[C:19]2([CH3:20])[CH3:21])[s:14]1. Starting materials: Cc1ccc2c(c1)C(C)(C)CC(c1ccccc1[N+](=O)[O-])N2, CCO, [Cl-], [Fe], [NH4+]. Product: Cc1ccc2c(c1)C(C)(C)CC(c1ccccc1N)N2. As a reaction SMILES: [CH3:1][C:2]1([CH3:22])[CH2:3][CH:4]([c:13]2[c:14]([N+:19]([O-:20])=[O:21])[cH:15][cH:16][cH:17][cH:18]2)[NH:5][c:6]2[cH:7][cH:8][c:9]([CH3:12])[cH:10][c:11]21.[CH3:25][CH2:26][OH:27].[Cl-:23].[Fe:28].[NH4+:24]>>[CH3:1][C:2]1([CH3:22])[CH2:3][CH:4]([c:13]2[c:14]([NH2:19])[cH:15][cH:16][cH:17][cH:18]2)[NH:5][c:6]2[cH:7][cH:8][c:9]([CH3:12])[cH:10][c:11]21. The reactants are O(C)C=1C=C(C=CC1)C1=NC2=CC=CC=C2C(=N1)C(=O)O (2-(3-methoxylphenyl)quinazoline-4-carboxylic acid), Cl.OC1=C2CCNCC2=CC=C1OC (5-hydroxy-6-methoxy-1,2,3,4-tetrahydroisoquinoline hydrochloride). Yields the product O(C)C=1C=C(C=CC1)C1=NC2=CC=CC=C2C(=N1)C(=O)N1CC2=CC=C(C(=C2CC1)O)OC (2-[[2-(3-methoxylphenyl)quinazolin-4-yl]carbonyl]-5-hydroxy-6-methoxy-1,2,3,4-tetrahydroisoquinoline). Yield: 17.0%. RXN SMILES: [O:1]([C:3]1[CH:4]=[C:5]([C:9]2[N:18]=[C:17]([C:19]([OH:21])=O)[C:16]3[C:11](=[CH:12][CH:13]=[CH:14][CH:15]=3)[N:10]=2)[CH:6]=[CH:7][CH:8]=1)[CH3:2].Cl.[OH:23][C:24]1[C:33]([O:34][CH3:35])=[CH:32][CH:31]=[C:30]2[C:25]=1[CH2:26][CH2:27][NH:28][CH2:29]2>>[O:1]([C:3]1[CH:4]=[C:5]([C:9]2[N:18]=[C:17]([C:19]([N:28]3[CH2:27][CH2:26][C:25]4[C:30](=[CH:31][CH:32]=[C:33]([O:34][CH3:35])[C:24]=4[OH:23])[CH2:29]3)=[O:21])[C:16]3[C:11](=[CH:12][CH:13]=[CH:14][CH:15]=3)[N:10]=2)[CH:6]=[CH:7][CH:8]=1)[CH3:2] |f:1.2|. Procedure details: Reaction of 2-(3-methoxylphenyl)quinazoline-4-carboxylic acid with 5-hydroxy-6-methoxy-1,2,3,4-tetrahydroisoquinoline hydrochloride gave compound 47 (17% yield) as a white solid. 1H NMR (300 MHz, DMSO-d6) δ 2.67 and 2.90 (2t, 2H), 3.50 and 4.04 (2t, 2H), 3.74-3.88 (4s, 6H), 4.39 and 4.92 (2s, 2H), 6.32 and 6.77 (2d, 1H), 6.70 and 6.91 (2d, 1H), 7.15-7.18 (m, 1H), 7.46-7.53 (m, 1H), 7.77-8.19 (m, 6H), 8.68-8.72 (2s, 1H); MS (ESI) m/z 442 ([M+H]+).